Task: describe an organic reaction: reactants, conditions, products, and yield. Dataset: the Open Reaction Database (ORD), a public repository of structured organic reaction records Reactants: C(=O)C1=CC(=C(C(=C1)C)OS(=O)(=O)C(F)(F)F)C (Trifluoro-methanesulfonic acid 4-formyl-2,6-dimethyl-phenyl ester), FC(C1=CC=C(C=C1)B(O)O)(F)F (4-trifluoromethyl-phenylboronic acid), [Li+].[Cl-] (LiCl), C(=O)([O-])[O-].[K+].[K+] (K2CO3). Reagents/catalysts: C=1C=CC(=CC1)[P](C=2C=CC=CC2)(C=3C=CC=CC3)[Pd]([P](C=4C=CC=CC4)(C=5C=CC=CC5)C=6C=CC=CC6)([P](C=7C=CC=CC7)(C=8C=CC=CC8)C=9C=CC=CC9)[P](C=1C=CC=CC1)(C=1C=CC=CC1)C=1C=CC=CC1 (tetrakis(triphenylphosphine)palladium). The product is CC1=C(C(=CC(=C1)C=O)C)C1=CC=C(C=C1)C(F)(F)F (2,6-Dimethyl-4′-trifluoromethyl-biphenyl-4-carbaldehyde). Isolated yield 96.2%. As a reaction SMILES: [CH:1]([C:3]1[CH:8]=[C:7]([CH3:9])[C:6](OS(C(F)(F)F)(=O)=O)=[C:5]([CH3:18])[CH:4]=1)=[O:2].[F:19][C:20]([F:31])([F:30])[C:21]1[CH:26]=[CH:25][C:24](B(O)O)=[CH:23][CH:22]=1.[Li+].[Cl-].C([O-])([O-])=O.[K+].[K+]>C1C=CC([P]([Pd]([P](C2C=CC=CC=2)(C2C=CC=CC=2)C2C=CC=CC=2)([P](C2C=CC=CC=2)(C2C=CC=CC=2)C2C=CC=CC=2)[P](C2C=CC=CC=2)(C2C=CC=CC=2)C2C=CC=CC=2)(C2C=CC=CC=2)C2C=CC=CC=2)=CC=1>[CH3:18][C:5]1[CH:4]=[C:3]([CH:1]=[O:2])[CH:8]=[C:7]([CH3:9])[C:6]=1[C:24]1[CH:25]=[CH:26][C:21]([C:20]([F:31])([F:30])[F:19])=[CH:22][CH:23]=1 |f:2.3,4.5.6,^1:43,45,64,83|. Reported procedure: Trifluoro-methanesulfonic acid 4-formyl-2,6-dimethyl-phenyl ester (4 g, 14.2 mmol), 4-trifluoromethyl-phenylboronic acid (5.4 g, 28.4 mmol), tetrakis(triphenylphosphine)palladium (1.64 g, 1.42 mmol), LiCl (1.8 g, 42.6 mmol), and K2CO3 (5.9 g, 42.6 mmol) are placed in a flask. The system is purged with nitrogen, followed by the addition of toluene (20 ml) and water (5 ml). The resulting mixture is refluxed overnight, loaded on silica gel directly, and purified by silica gel column chromatography,... RXN SMILES: [Cl:1][c:2]1[cH:3][cH:4][c:5]([CH:8]([c:9]2[cH:10][cH:11][c:12]([NH2:15])[cH:13][cH:14]2)[n:16]2[cH:17][n:18][cH:19][cH:20]2)[cH:6][cH:7]1.[c:27]1([CH:33]=[CH:34][C:35](=[O:36])[Cl:37])[cH:28][cH:29][cH:30][cH:31][cH:32]1.[cH:21]1[cH:22][cH:23][n:24][cH:25][cH:26]1.[cH:38]1[cH:39][cH:40][cH:41][cH:42][cH:43]1>>[Cl:1][c:2]1[cH:3][cH:4][c:5]([CH:8]([c:9]2[cH:10][cH:11][c:12]([NH:15][C:35]([CH:34]=[CH:33][c:27]3[cH:28][cH:29][cH:30][cH:31][cH:32]3)=[O:36])[cH:13][cH:14]2)[n:16]2[cH:17][n:18][cH:19][cH:20]2)[cH:6][cH:7]1. Starting materials: Nc1ccc(C(c2ccc(Cl)cc2)n2ccnc2)cc1, O=C(Cl)C=Cc1ccccc1, c1ccncc1, c1ccccc1. The product is O=C(C=Cc1ccccc1)Nc1ccc(C(c2ccc(Cl)cc2)n2ccnc2)cc1.